From a dataset of the Open Reaction Database (ORD), a public repository of structured organic reaction records. describe an organic reaction: reactants, conditions, products, and yield Starting materials: O=C([O-])[O-], CCOC(C)=O, [Cu]I, O=C(NCc1cccc(C(F)(F)F)c1)c1cccc2[nH]ncc12, Fc1ccc(I)cc1, [K+], [K+], O. The product is O=C(NCc1cccc(C(F)(F)F)c1)c1cccc2c1cnn2-c1ccc(F)cc1. RXN SMILES: [C:24](=[O:25])([O-:26])[O-:27].[CH3:39][CH2:40][O:41][C:42](=[O:43])[CH3:44].[Cu:45][I:46].[F:1][C:2]([c:3]1[cH:4][c:5]([CH2:6][NH:7][C:8](=[O:9])[c:10]2[c:11]3[cH:12][n:13][nH:14][c:15]3[cH:16][cH:17][cH:18]2)[cH:19][cH:20][cH:21]1)([F:22])[F:23].[F:30][c:31]1[cH:32][cH:33][c:34]([I:37])[cH:35][cH:36]1.[K+:28].[K+:29].[OH2:38]>>[F:1][C:2]([c:3]1[cH:4][c:5]([CH2:6][NH:7][C:8](=[O:9])[c:10]2[c:11]3[cH:12][n:13][n:14](-[c:34]4[cH:33][cH:32][c:31]([F:30])[cH:36][cH:35]4)[c:15]3[cH:16][cH:17][cH:18]2)[cH:19][cH:20][cH:21]1)([F:22])[F:23]. The reactants are CN(C=O)C (N,N-dimethylformamide), BrC=1C=C(C(=O)NCC=2C=NC(=CC2)C)C=C(C1)C1=NC=C(C=C1)C (3-bromo-5-(5-methylpyridin-2-yl)-N-((6-methylpyridin-3-yl)methyl)benzamide), FC1=C(C=CC=C1)B(O)O (2-fluorophenylboronic acid), C([O-])([O-])=O.[Cs+].[Cs+] (cesium carbonate), O (Water). Reagents/catalysts: [I-].C(CCC)[N+](CCCC)(CCCC)CCCC (tetra-n-butylammonium iodide). Yields the product CC1=CC=C(C=N1)CNC(=O)C=1C=C(C=C(C1)C1=NC=C(C=C1)C)C1=C(C=CC=C1)F (2′-Fluoro-5-(5-methyl-pyridin-2-yl)-biphenyl-3-carboxylic acid (6-methyl-pyridin-3-ylmethyl)-amide). As a reaction SMILES: Br[C:2]1[CH:3]=[C:4]([CH:16]=[C:17]([C:19]2[CH:24]=[CH:23][C:22]([CH3:25])=[CH:21][N:20]=2)[CH:18]=1)[C:5]([NH:7][CH2:8][C:9]1[CH:10]=[N:11][C:12]([CH3:15])=[CH:13][CH:14]=1)=[O:6].[F:26][C:27]1[CH:32]=[CH:31][CH:30]=[CH:29][C:28]=1B(O)O.C(=O)([O-])[O-].[Cs+].[Cs+].O.CN(C)C=O>[I-].C([N+](CCCC)(CCCC)CCCC)CCC>[CH3:15][C:12]1[N:11]=[CH:10][C:9]([CH2:8][NH:7][C:5]([C:4]2[CH:3]=[C:2]([C:28]3[CH:29]=[CH:30][CH:31]=[CH:32][C:27]=3[F:26])[CH:18]=[C:17]([C:19]3[CH:24]=[CH:23][C:22]([CH3:25])=[CH:21][N:20]=3)[CH:16]=2)=[O:6])=[CH:14][CH:13]=1 |f:2.3.4,7.8|. Procedure details: In a 5 mL microwave vial, 3-bromo-5-(5-methylpyridin-2-yl)-N-((6-methylpyridin-3-yl)methyl)benzamide (20 mg, 0.05 mmol), 2-fluorophenylboronic acid (14.16 mg, 0.1012 mmol), cesium carbonate (82.42 mg, 0.2530 mmol), tetra-n-butylammonium iodide (18.69 mg, 0.05060 mmol), and POPd (2.538 mg, 0.005060 mmol) were dissolved in Water (0.04 mL, 2 mmol) and N,N-dimethylformamide (0.2 mL, 2 mmol). The reaction mixture was microwaved for 20 mins at 150 degrees. The reaction was purified directly by reverse... Starting materials: [H-].[Na+] (NaH), N1C(=CC2=CC=CC=C12)C(=O)OCC1=CC=CC=C1 (benzyl 2-indolecarboxylate), BrCC(=O)OC(C)(C)C (tert-butyl bromoacetate). Solvent: CN(C)C=O (DMF), CN(C)C=O (DMF). Run at time 90 minute. Product: C(C)(C)(C)OC(=O)CN1C(=CC2=CC=CC=C12)C(=O)OCC1=CC=CC=C1 (Benzyl 1-(tert-butoxycarbonylmethyl)-2-indolecarboxylate). RXN SMILES: [NH:1]1[C:9]2[C:4](=[CH:5][CH:6]=[CH:7][CH:8]=2)[CH:3]=[C:2]1[C:10]([O:12][CH2:13][C:14]1[CH:19]=[CH:18][CH:17]=[CH:16][CH:15]=1)=[O:11].[H-].[Na+].Br[CH2:23][C:24]([O:26][C:27]([CH3:30])([CH3:29])[CH3:28])=[O:25]>CN(C=O)C>[C:27]([O:26][C:24]([CH2:23][N:1]1[C:9]2[C:4](=[CH:5][CH:6]=[CH:7][CH:8]=2)[CH:3]=[C:2]1[C:10]([O:12][CH2:13][C:14]1[CH:19]=[CH:18][CH:17]=[CH:16][CH:15]=1)=[O:11])=[O:25])([CH3:30])([CH3:29])[CH3:28] |f:1.2|. Reported procedure: 50.25 g of benzyl 2-indolecarboxylate (Preparation 2.1, step A) are dissolved in 140 ml of anhydrous DMF, followed by addition over 30 minutes, under a stream of dry nitrogen, of a solution of 6.6 g of NaH at 80% in oil, in 100 ml of DMF. The reaction medium is stirred for 90 minutes at RT and is then cooled on an ice bath and 42.91 ml of tert-butyl bromoacetate are added dropwise. After stirring at RT overnight, the DMF is evaporated off and the residue is taken up in DCM and then in water. Aft... Reactants: O.C1(=CC=C(C=C1)S(=O)(=O)O)C (p-toluenesulfonic acid monohydrate), C(C)(=O)C=1C=CC(=C(C1)CC(=O)OC)OCC1=CC=CC=C1 (Methyl 2-(5-acetyl-2-benzyloxyphenyl)acetate), C(OC)([O-])[O-] (methyl orthoformate), C(CO)O (ethylene glycol). Solvent: C(Cl)Cl (methylene chloride), C(C)N(CC)CC (triethylamine). Run at time 15 minute. Yields the product C(C1=CC=CC=C1)OC1=C(C=C(C=C1)C1(OCCO1)C)CC(=O)OC (methyl 2-[2-benzyloxy-5-(2-methyl-1,3-dioxolan-2-yl)phenyl]acetate). RXN SMILES: [C:1]([C:4]1[CH:5]=[CH:6][C:7]([O:15][CH2:16][C:17]2[CH:22]=[CH:21][CH:20]=[CH:19][CH:18]=2)=[C:8]([CH2:10][C:11]([O:13][CH3:14])=[O:12])[CH:9]=1)(=[O:3])[CH3:2].C([O-])([O-])OC.[CH2:28](O)[CH2:29][OH:30].O.C1(C)C=CC(S(O)(=O)=O)=CC=1>C(Cl)Cl.C(N(CC)CC)C>[CH2:16]([O:15][C:7]1[CH:6]=[CH:5][C:4]([C:1]2([CH3:2])[O:30][CH2:29][CH2:28][O:3]2)=[CH:9][C:8]=1[CH2:10][C:11]([O:13][CH3:14])=[O:12])[C:17]1[CH:18]=[CH:19][CH:20]=[CH:21][CH:22]=1 |f:3.4|. Reported procedure: Methyl 2-(5-acetyl-2-benzyloxyphenyl)acetate (9.0 g), 18 ml of methyl orthoformate and 18 ml of ethylene glycol were dissolved in 300 ml of methylene chloride, 60 mg of p-toluenesulfonic acid monohydrate was added to the solution, and the mixture was heated under reflux for 12 hours. After cooling, 0.14 ml of triethylamine was added to the reaction solution and the mixture was stirred for 15 minutes. The reaction solution was partially purified by silica gel flash column chromatography (eluent: ... Starting materials: CCc1nc2c(n1COCc1ccccc1)C(=O)N(C)CN2c1ccc(Cl)cc1Cl, ClC(Cl)Cl, O=C(O)C(F)(F)F. Product: CCc1nc2c([nH]1)C(=O)N(C)CN2c1ccc(Cl)cc1Cl. RXN SMILES: [CH2:1]([O:2][CH2:3][n:10]1[c:11]([CH2:29][CH3:30])[n:12][c:13]2[c:18]1[C:17](=[O:19])[N:16]([CH3:20])[CH2:15][N:14]2[c:21]1[c:22]([Cl:28])[cH:23][c:24]([Cl:27])[cH:25][cH:26]1)[c:4]1[cH:5][cH:6][cH:7][cH:8][cH:9]1.[Cl:38][CH:39]([Cl:40])[Cl:41].[OH:31][C:32]([C:33]([F:34])([F:35])[F:36])=[O:37]>>[nH:10]1[c:11]([CH2:29][CH3:30])[n:12][c:13]2[c:18]1[C:17](=[O:19])[N:16]([CH3:20])[CH2:15][N:14]2[c:21]1[c:22]([Cl:28])[cH:23][c:24]([Cl:27])[cH:25][cH:26]1.